This data is from the Open Reaction Database (ORD), a public repository of structured organic reaction records. The task is: describe an organic reaction: reactants, conditions, products, and yield Reactants: Cc1ccc(C(=O)NC2CC2)cc1-n1cc(C#N)nc(NCc2ccccc2)c1=O, CO, N, O, OO. Product: Cc1ccc(C(=O)NC2CC2)cc1-n1cc(C(N)=O)nc(NCc2ccccc2)c1=O. As a reaction SMILES: [C:1](#[N:2])[c:3]1[n:4][c:5]([NH:23][CH2:24][c:25]2[cH:26][cH:27][cH:28][cH:29][cH:30]2)[c:6](=[O:22])[n:7](-[c:9]2[cH:10][c:11]([C:12](=[O:13])[NH:14][CH:15]3[CH2:16][CH2:17]3)[cH:18][cH:19][c:20]2[CH3:21])[cH:8]1.[CH3:35][OH:36].[NH3:31].[OH2:34].[OH:32][OH:33]>>[C:1]([NH2:2])([c:3]1[n:4][c:5]([NH:23][CH2:24][c:25]2[cH:26][cH:27][cH:28][cH:29][cH:30]2)[c:6](=[O:22])[n:7](-[c:9]2[cH:10][c:11]([C:12](=[O:13])[NH:14][CH:15]3[CH2:16][CH2:17]3)[cH:18][cH:19][c:20]2[CH3:21])[cH:8]1)=[O:32]. Starting materials: C(C1=CC=CC=C1)OC(=O)N1CCC(CC1)CNC1=NC(=NC(=C1Cl)SC)SC (4-[(5-Chloro-2,6-bis-methylsulfanyl-pyrimidin-4-ylamino)-methyl]-piperidine-1-carboxylic acid benzyl ester), C(C)(=O)OCC (ethyl acetate), Cl (HCl). Reagents/catalysts: [Ni] (Raney nickel), [Ni] (Raney Nickel). Run in C(C)O (ethanol). Run at temperature 80 celsius, time 8 hour. Product: C(C1=CC=CC=C1)OC(=O)N1CCC(CC1)CNC1=NC=NC=C1Cl (4-[(5-Chloro-pyrimidin-4-ylamino)-methyl]-piperidine-1-carboxylic acid benzyl ester). As a reaction SMILES: [CH2:1]([O:8][C:9]([N:11]1[CH2:16][CH2:15][CH:14]([CH2:17][NH:18][C:19]2[C:24]([Cl:25])=[C:23](SC)[N:22]=[C:21](SC)[N:20]=2)[CH2:13][CH2:12]1)=[O:10])[C:2]1[CH:7]=[CH:6][CH:5]=[CH:4][CH:3]=1.C(OCC)(=O)C.Cl>C(O)C.[Ni]>[CH2:1]([O:8][C:9]([N:11]1[CH2:12][CH2:13][CH:14]([CH2:17][NH:18][C:19]2[C:24]([Cl:25])=[CH:23][N:22]=[CH:21][N:20]=2)[CH2:15][CH2:16]1)=[O:10])[C:2]1[CH:3]=[CH:4][CH:5]=[CH:6][CH:7]=1. Procedure: 4-[(5-Chloro-2,6-bis-methylsulfanyl-pyrimidin-4-ylamino)-methyl]-piperidine-1-carboxylic acid benzyl ester (1.0 g, 2.2 mmol) was suspended in ethanol (15 mL) and ethyl acetate added to give a homogeneoussolhution, and excess Raney nickel was added. The resulting reaction mixture was stirred overnight. More Raney Nickel was added and the reaction mixture was heated to 80° C. for 3 h. The mixture was filtered and the solids were washed with hot ethanol/ethyl acetate several times. The organics wer... Starting materials: COC=1C=C2C(=NC=NC2=CC1OCC1CCNCC1)OC=1C=C2C=C(NC2=CC1)C (6-methoxy-4-(2-methylindol-5-yloxy)-7-(piperidin-4-ylmethoxy)quinazoline), [I-].[K+] (potassium iodide), C(O)([O-])=O.[Na+] (sodium hydrogen carbonate), Cl.ClCCN1CCOCC1 (4-(2-chloroethyl)morpholine hydrochloride), C(O)([O-])=O.[Na+] (sodium hydrogen carbonate), Cl.ClCCN1CCOCC1 (4-(2-chloroethyl)morpholine hydrochloride). Run in CO (methanol). Reaction conditions: time 1 hour. The product is COC=1C=C2C(=NC=NC2=CC1OCC1CCN(CC1)CCN1CCOCC1)OC=1C=C2C=C(NC2=CC1)C (6-methoxy-4-(2-methylindol-5-yloxy)-7-(1-(2-morpholinoethyl)piperidin-4-ylmethoxy)quinazoline). Yield: 122.8%. RXN SMILES: [CH3:1][O:2][C:3]1[CH:4]=[C:5]2[C:10](=[CH:11][C:12]=1[O:13][CH2:14][CH:15]1[CH2:20][CH2:19][NH:18][CH2:17][CH2:16]1)[N:9]=[CH:8][N:7]=[C:6]2[O:21][C:22]1[CH:23]=[C:24]2[C:28](=[CH:29][CH:30]=1)[NH:27][C:26]([CH3:31])=[CH:25]2.[I-].[K+].Cl.Cl[CH2:36][CH2:37][N:38]1[CH2:43][CH2:42][O:41][CH2:40][CH2:39]1.C(=O)([O-])O.[Na+]>CO>[CH3:1][O:2][C:3]1[CH:4]=[C:5]2[C:10](=[CH:11][C:12]=1[O:13][CH2:14][CH:15]1[CH2:20][CH2:19][N:18]([CH2:36][CH2:37][N:38]3[CH2:43][CH2:42][O:41][CH2:40][CH2:39]3)[CH2:17][CH2:16]1)[N:9]=[CH:8][N:7]=[C:6]2[O:21][C:22]1[CH:23]=[C:24]2[C:28](=[CH:29][CH:30]=1)[NH:27][C:26]([CH3:31])=[CH:25]2 |f:1.2,3.4,5.6|. Reported procedure: To a solution of 6-methoxy-4-(2-methylindol-5-yloxy)-7-(piperidin-4-ylmethoxy)quinazoline (500 mg, 1.2 mmol), (prepared as described in Example 70), in methanol (11.5 ml) containing potassium iodide (99 mg, 0.6 mmol) was added 4-(2-chloroethyl)morpholine hydrochloride (134 mg, 0.72 mmol) followed by sodium hydrogen carbonate (151 mg, 1.8 mmol). After stirring for 1 hour at reflux, 4-(2-chloroethyl)morpholine hydrochloride (134 mg, 0.72 mmol) and sodium hydrogen carbonate (151 mg, 1.8 mmol) were ... Reactants: CCO, COC(=O)c1ccc(-c2ccc([N+](=O)[O-])cc2)cc1Cl, Cl, [Fe]. Yields the product COC(=O)c1ccc(-c2ccc(N)cc2)cc1Cl. As a reaction SMILES: [CH3:22][CH2:23][OH:24].[Cl:1][c:2]1[cH:3][c:4](-[c:12]2[cH:13][cH:14][c:15]([N+:18]([O-:19])=[O:20])[cH:16][cH:17]2)[cH:5][cH:6][c:7]1[C:8](=[O:9])[O:10][CH3:11].[ClH:21].[Fe:25]>>[Cl:1][c:2]1[cH:3][c:4](-[c:12]2[cH:13][cH:14][c:15]([NH2:18])[cH:16][cH:17]2)[cH:5][cH:6][c:7]1[C:8](=[O:9])[O:10][CH3:11]. Reported procedure: Diethyl azodicarboxylate (0.057 mL, 0.360 mmol) was added to an ice-cooled solution of triphenylphosphine (94 mg, 0.360 mmol) in dry THF (1 mL). The bath was removed and a solution of 7-hydroxy-2-(4-methoxyphenyl)-5H-pyrido[3,2-b]indole-4-carboxamide (Example 207, 60 mg, 0.180 mmol) and 2-(dimethylamino)ethanol (24 mg, 0.270 mmol) in dry THF (1 mL) was added after 15 minutes. After stirring for 2 hr at room temperature, the reaction was quenched with brine and extracted with EtOAc. The extracts ... The solvent is C1CCOC1 (THF), C1CCOC1 (THF). The product is CN(CCOC=1C=CC=2C3=C(NC2C1)C(=CC(=N3)C3=CC=C(C=C3)OC)C(=O)N)C (7-(2-(dimethylamino)ethoxy)-2-(4-methoxyphenyl)-5H-pyrido[3,2-b]indole-4-carboxamide). As a reaction SMILES: N(C(OCC)=O)=NC(OCC)=O.C1(P(C2C=CC=CC=2)C2C=CC=CC=2)C=CC=CC=1.[OH:32][C:33]1[CH:34]=[CH:35][C:36]2[C:37]3[N:45]=[C:44]([C:46]4[CH:51]=[CH:50][C:49]([O:52][CH3:53])=[CH:48][CH:47]=4)[CH:43]=[C:42]([C:54]([NH2:56])=[O:55])[C:38]=3[NH:39][C:40]=2[CH:41]=1.[CH3:57][N:58]([CH3:62])[CH2:59][CH2:60]O>C1COCC1>[CH3:57][N:58]([CH3:62])[CH2:59][CH2:60][O:32][C:33]1[CH:34]=[CH:35][C:36]2[C:37]3[N:45]=[C:44]([C:46]4[CH:47]=[CH:48][C:49]([O:52][CH3:53])=[CH:50][CH:51]=4)[CH:43]=[C:42]([C:54]([NH2:56])=[O:55])[C:38]=3[NH:39][C:40]=2[CH:41]=1. The reactants are C1(=CC=CC=C1)P(C1=CC=CC=C1)C1=CC=CC=C1 (triphenylphosphine), N(=NC(=O)OCC)C(=O)OCC (Diethyl azodicarboxylate), ice, OC=1C=CC=2C3=C(NC2C1)C(=CC(=N3)C3=CC=C(C=C3)OC)C(=O)N (7-hydroxy-2-(4-methoxyphenyl)-5H-pyrido[3,2-b]indole-4-carboxamide), CN(CCO)C (2-(dimethylamino)ethanol). Yield: 16.5%. Run at time 2 hour. Reported procedure: A solution of 1.40 g. of N,N-dimethyl-1-methylpyrrole-2-carboxamide in 30 ml. of anhydrous dichloromethane containing 1.53 g. of phosphorous oxychloride is refluxed for 30 minutes under an argon atmosphere. To this solution is added a solution of 895 mg. of isopropyl 5,6,7,8-tetrahydropyrrolo[1,2-a]pyridine-8-carboxylate in 20 ml. of 1,2-dichloroethane. The reaction mixture is refluxed under an argon atmosphere for 50 hours, cooled to room temperature and treated with a solution of 4.1 g. of sod... Run in ClCCl (dichloromethane), ClCCCl (1,2-dichloroethane), O (water). Yields the product CN1C(=CC=C1)C(=O)C1=CC=C2N1CCCC2C(=O)OC(C)C (isopropyl 3-(N-methyl-2-pyrroyl)-5,6,7,8-tetrahydropyrrolo[1,2-a]pyridine-8-carboxylate). The reactants are CN(C(=O)C=1N(C=CC1)C)C (N,N-dimethyl-1-methylpyrrole-2-carboxamide), resultant mixture, C(C)(=O)[O-].[Na+] (sodium acetate), P(=O)(Cl)(Cl)Cl (phosphorous oxychloride), C=1C=CN2C1C(CCC2)C(=O)OC(C)C (isopropyl 5,6,7,8-tetrahydropyrrolo[1,2-a]pyridine-8-carboxylate). RXN SMILES: CN(C)[C:3]([C:5]1[N:6]([CH3:10])[CH:7]=[CH:8][CH:9]=1)=[O:4].P(Cl)(Cl)(Cl)=O.[CH:17]1[CH:18]=[CH:19][N:20]2[CH2:25][CH2:24][CH2:23][CH:22]([C:26]([O:28][CH:29]([CH3:31])[CH3:30])=[O:27])[C:21]=12.C([O-])(=O)C.[Na+]>O.ClCCCl.ClCCl>[CH3:10][N:6]1[CH:7]=[CH:8][CH:9]=[C:5]1[C:3]([C:19]1[N:20]2[CH2:25][CH2:24][CH2:23][CH:22]([C:26]([O:28][CH:29]([CH3:31])[CH3:30])=[O:27])[C:21]2=[CH:17][CH:18]=1)=[O:4] |f:3.4|.